This data is from the Open Reaction Database (ORD), a public repository of structured organic reaction records. The task is: describe an organic reaction: reactants, conditions, products, and yield The reactants are CCN(C(C)C)C(C)C, O=C(O)c1cc(Cl)cc2oc(-c3ccccc3)nc12, Cl, Cl, CN1C2CCCC1CC(N)C2, CN(C)C=O, On1nnc2ccccc21. Product: CN1C2CCCC1CC(NC(=O)c1cc(Cl)cc3oc(-c4ccccc4)nc13)C2. RXN SMILES: [CH:43]([N:44]([CH:45]([CH3:46])[CH3:47])[CH2:48][CH3:49])([CH3:50])[CH3:51].[Cl:1][c:2]1[cH:3][c:4]2[c:5]([n:6][c:7](-[c:9]3[cH:10][cH:11][cH:12][cH:13][cH:14]3)[o:8]2)[c:15]([C:17](=[O:18])[OH:19])[cH:16]1.[ClH:20].[ClH:21].[NH2:22][CH:23]1[CH2:24][CH:25]2[CH2:26][CH2:27][CH2:28][CH:29]([CH2:30]1)[N:31]2[CH3:32].[O:52]=[CH:53][N:54]([CH3:55])[CH3:56].[OH:33][n:34]1[c:35]2[cH:36][cH:37][cH:38][cH:39][c:40]2[n:41][n:42]1>>[Cl:1][c:2]1[cH:3][c:4]2[c:5]([n:6][c:7](-[c:9]3[cH:10][cH:11][cH:12][cH:13][cH:14]3)[o:8]2)[c:15]([C:17](=[O:19])[NH:22][CH:23]2[CH2:24][CH:25]3[CH2:26][CH2:27][CH2:28][CH:29]([CH2:30]2)[N:31]3[CH3:32])[cH:16]1.